From a dataset of the Open Reaction Database (ORD), a public repository of structured organic reaction records. describe an organic reaction: reactants, conditions, products, and yield Starting materials: CN(C)C=O, COCOc1c(C)cc(O)c(C)c1C, CNc1nc(Cl)ccc1[N+](=O)[O-], [H-], [Na+]. Reaction SMILES: [CH3:29][N:30]([CH3:31])[CH:32]=[O:33].[CH3:3][O:4][CH2:5][O:6][c:7]1[c:8]([CH3:16])[c:9]([CH3:15])[c:10]([OH:14])[cH:11][c:12]1[CH3:13].[Cl:17][c:18]1[cH:19][cH:20][c:21]([N+:26](=[O:27])[O-:28])[c:22]([NH:24][CH3:25])[n:23]1.[H-:1].[Na+:2]>>[CH3:3][O:4][CH2:5][O:6][c:7]1[c:8]([CH3:16])[c:9]([CH3:15])[c:10]([O:14][c:18]2[cH:19][cH:20][c:21]([N+:26](=[O:27])[O-:28])[c:22]([NH:24][CH3:25])[n:23]2)[cH:11][c:12]1[CH3:13]. The product is CNc1nc(Oc2cc(C)c(OCOC)c(C)c2C)ccc1[N+](=O)[O-]. Starting materials: C(CCC)[Li] (Butyl lithium), FC1=CC=C(C=C1)C(=C(CP(OC)(OC)=O)C(F)(F)F)C1=CC=C(C=C1)F (dimethyl [3,3-bis(4-fluorophenyl)-2-trifluoromethyl-2-propen-1-yl]phosphonate), C(=O)C1CC(OC(O1)(C)C)CC(=O)OC(C)(C)C (1,1-dimethylethyl 6-formyl-2,2-dimethyl-1,3-dioxane-4-acetate). Run in O1CCCC1 (tetrahydrofuran). Reaction conditions: time 14 hour. Yields the product FC1=CC=C(C=C1)C(=C(C=CC1CC(OCO1)CC(=O)OC(C)(C)C)C(F)(F)F)C1=CC=C(C=C1)F (1,1-Dimethylethyl 6-[4,4-bis(4-fluorophenyl)-3-trifluoromethyl-1,3- butadienyl]-1,3-dioxane-4-acetate). Reaction SMILES: C([Li])CCC.[F:6][C:7]1[CH:12]=[CH:11][C:10]([C:13]([C:26]2[CH:31]=[CH:30][C:29]([F:32])=[CH:28][CH:27]=2)=[C:14]([C:22]([F:25])([F:24])[F:23])[CH2:15]P(=O)(OC)OC)=[CH:9][CH:8]=1.[CH:33]([CH:35]1[O:40][C:39](C)(C)[O:38][CH:37]([CH2:43][C:44]([O:46][C:47]([CH3:50])([CH3:49])[CH3:48])=[O:45])[CH2:36]1)=O>O1CCCC1>[F:32][C:29]1[CH:30]=[CH:31][C:26]([C:13]([C:10]2[CH:9]=[CH:8][C:7]([F:6])=[CH:12][CH:11]=2)=[C:14]([C:22]([F:23])([F:25])[F:24])[CH:15]=[CH:33][CH:35]2[O:40][CH2:39][O:38][CH:37]([CH2:43][C:44]([O:46][C:47]([CH3:48])([CH3:50])[CH3:49])=[O:45])[CH2:36]2)=[CH:27][CH:28]=1. Reported procedure: Butyl lithium(1.2 mL of 2.5M solution, 3.0 mmol) was added to a solution of dimethyl [3,3-bis(4-fluorophenyl)-2-trifluoromethyl-2-propen-1-yl]phosphonate in 20 mL tetrahydrofuran at -70° C. followed by immediate addition of 1,1-dimethylethyl 6-formyl-2,2-dimethyl-1,3-dioxane-4-acetate (0.9 g, 3.6 mmol). The solution was allowed to gradually warm to room temperature and then stirred for 14 hours. The reaction was quenched with saturated ammonium chloride solution and the mixture extracted with di... Reactants: C(C)C1CCC=2C(OC3=C(C21)C(=CC(=C3)C(C)C(CCCCC)C)O)(C)C (1-Ethyl-4,4-dimethyl-9-hydroxy-7-(3-methyl-2-octyl)-1,2,3,4-tetrahydrocyclopenta[ c][1]benzopyran), Cl.O1CCN(CC1)CCCC(=O)O (γ-morpholinobutyric acid hydrochloride). Yields the product Cl.C1CCC=2COC3=C(C21)C=CC=C3 (1,2,3,4-tetrahydrocyclopenta[ c][1]benzopyran hydrochloride). As a reaction SMILES: C([CH:3]1[C:11]2[C:10]3[C:12](O)=[CH:13][C:14](C(C(C)CCCCC)C)=[CH:15][C:9]=3[O:8][C:7](C)(C)[C:6]=2[CH2:5][CH2:4]1)C.[ClH:28].O1CCN(CCCC(O)=O)CC1>>[ClH:28].[CH2:3]1[C:11]2[C:10]3[CH:12]=[CH:13][CH:14]=[CH:15][C:9]=3[O:8][CH2:7][C:6]=2[CH2:5][CH2:4]1 |f:1.2,3.4|. Procedure: 1-Ethyl-4,4-dimethyl-9-hydroxy-7-(3-methyl-2-octyl)-1,2,3,4-tetrahydrocyclopenta[ c][1]benzopyran from Example 30 is reacted with γ-morpholinobutyric acid hydrochloride following the procedure of Example 5 to produce 1-ethyl-4,4-dimethyl-7-(3-methyl-2-octyl)-9-[4-morpholino)butyryloxy]-1,2,3,4-tetrahydrocyclopenta[ c][1]benzopyran hydrochloride. Reactants: CSC1=NC=C2C(=N1)N=C(NC2=O)C2=C(C=CC=C2)OCCC (7-methylthio-4-oxo-2-(2-propoxyphenyl)-3,4-dihydropyrimido[4,5-d]pyrimidine), N1CCOCC1 (morpholine). The solvent is N1=CC=CC=C1 (pyridine). Product: O1CCN(CC1)C1=NC=C2C(=N1)N=C(NC2=O)C2=C(C=CC=C2)OCCC (7-Morpholino-4-oxo-2-(2-propoxyphenyl)-3,4-dihydropyrimido[4,5-d]pyrimidine). As a reaction SMILES: CS[C:3]1[N:8]=[C:7]2[N:9]=[C:10]([C:14]3[CH:19]=[CH:18][CH:17]=[CH:16][C:15]=3[O:20][CH2:21][CH2:22][CH3:23])[NH:11][C:12](=[O:13])[C:6]2=[CH:5][N:4]=1.[NH:24]1[CH2:29][CH2:28][O:27][CH2:26][CH2:25]1>N1C=CC=CC=1>[O:27]1[CH2:28][CH2:29][N:24]([C:3]2[N:8]=[C:7]3[N:9]=[C:10]([C:14]4[CH:19]=[CH:18][CH:17]=[CH:16][C:15]=4[O:20][CH2:21][CH2:22][CH3:23])[NH:11][C:12](=[O:13])[C:6]3=[CH:5][N:4]=2)[CH2:25][CH2:26]1. Reported procedure: A stirred solution of 7-methylthio-4-oxo-2-(2-propoxyphenyl)-3,4-dihydropyrimido[4,5-d]pyrimidine (0.60 g) and morpholine (1.25 g) in pyridine (20 ml) was heated under reflux for 45 hours. The reaction mixture was evaporated under reduced pressure to yield a crude product which was washed with water and twice recrystallised from methanol to yield the title compound, 0.25 g, m.p. 175.5°-177° C. The reactants are [Cl-].[Na+] (sodium chloride), [H-].[Al+3].[Li+].[H-].[H-].[H-] (lithium aluminum hydride), O.O.O.O.O.O.O.O.O.O.S(=O)(=O)([O-])[O-].[Na+].[Na+] (Sodium sulfate decahydrate), S1SC(CC1)CCCCC(=O)OCC (ethyl 5-(1,2-dithiolan-3-yl)pentanoate), [Cl-].[Na+] (sodium chloride). Run in O1CCCC1 (tetrahydrofuran), O1CCCC1 (tetrahydrofuran). Reaction conditions: time 30 minute. Yields the product S1SC(CC1)CCCCCO (5-(1,2-Dithiolan-3-yl)pentanol). Reaction SMILES: [S:1]1[CH2:5][CH2:4][CH:3]([CH2:6][CH2:7][CH2:8][CH2:9][C:10](OCC)=[O:11])[S:2]1.[Cl-].[Na+].[H-].[Al+3].[Li+].[H-].[H-].[H-].O.O.O.O.O.O.O.O.O.O.S([O-])([O-])(=O)=O.[Na+].[Na+]>O1CCCC1>[S:1]1[CH2:5][CH2:4][CH:3]([CH2:6][CH2:7][CH2:8][CH2:9][CH2:10][OH:11])[S:2]1 |f:1.2,3.4.5.6.7.8,9.10.11.12.13.14.15.16.17.18.19.20.21|. Procedure details: A solution of ethyl 5-(1,2-dithiolan-3-yl)pentanoate in 40 ml of anhydrous tetrahydrofuran was added dropwise, whilst cooling with ice and sodium chloride, to a suspension of 3.34 g of lithium aluminum hydride in 150 ml of anhydrous tetrahydrofuran. The resulting mixture was stirred at room temperature for 3 hours and 30 minutes. Sodium sulfate decahydrate was then added, whilst cooling with ice and sodium chloride, to the reaction mixture, and then the mixture was stirred at room temperature fo... Reactants: Cl (hydrochloric acid), C(C)(C)(C)OC(=O)N[C@H](COC=1C=CC(=NC1)C(=O)OC)C (methyl 5-({(2S)-2-[(tert-butoxycarbonyl)amino]propyl}oxy)pyridine-2-carboxylate), C1CCOC1 (THF), [OH-].[Na+] (sodium hydroxide). Solvent: CO (methanol). Run at time 8 hour. Product: C(C)(C)(C)OC(=O)N[C@H](COC=1C=CC(=NC1)C(=O)O)C (5-({(2S)-2-[(tert-butoxycarbonyl)amino]propyl}oxy)pyridine-2-carboxylic acid). Isolated yield 99.9%. RXN SMILES: [C:1]([O:5][C:6]([NH:8][C@@H:9]([CH3:22])[CH2:10][O:11][C:12]1[CH:13]=[CH:14][C:15]([C:18]([O:20]C)=[O:19])=[N:16][CH:17]=1)=[O:7])([CH3:4])([CH3:3])[CH3:2].C1COCC1.[OH-].[Na+].Cl>CO>[C:1]([O:5][C:6]([NH:8][C@@H:9]([CH3:22])[CH2:10][O:11][C:12]1[CH:13]=[CH:14][C:15]([C:18]([OH:20])=[O:19])=[N:16][CH:17]=1)=[O:7])([CH3:4])([CH3:2])[CH3:3] |f:2.3|. Procedure: To a mixture of methyl 5-hydroxypyridine-2-carboxylate (5.30 g), tert-butyl [(1S)-2-hydroxy-1-methylethyl]carbamate (6.67 g), triphenylphosphine (12.71 g) and THF (50 mL) was added dropwise a toluene solution (1.9 M, 25.5 mL) of diisopropyl azodicarboxylate at room temperature, and the mixture was stirred at room temperature overnight. The reaction mixture was concentrated under reduced pressure, and the residue was purified by silica gel column chromatography (hexane/ethyl acetate) to give a mi... Starting materials: N1CCC(CC1)N1C2=CC=CC=C2OC=2C=C(C=CC12)C1=NN=NN1 (10-Piperidin-4-yl-3-(1H-tetrazol-5-yl)-10H-phenoxazine), N1CCC(CC1)N1C2=CC=CC=C2OC=2C=C(C=CC12)C1=NN=NN1 (10-piperidin-4-yl-3-(1H-tetrazol-5-yl)-10H-phenoxazine), [BH4-].C[N+](C)(C)C (tetramethylammonium borohydride), N1CCC(CC1)N1C2=CC=CC=C2OC=2C=C(C=CC12)C1=C(C=CC=C1)NC(C)=O (N-[2-(10-Piperidin-4-yl-10H-phenoxazin-3-yl)-phenyl]-acetamide), C(=O)(C(F)(F)F)O (TFA), C(C)(=O)O[BH-](OC(C)=O)OC(C)=O.[Na+] (sodium triacetoxyborohydride). The solvent is ClCCCl (1,2-dichloroethane), C1CCOC1 (THF), ClCCCl (1,2-dichloroethane). Product: N1C(=NC=C1)CN1CCC(CC1)N1C2=CC=CC=C2OC=2C=C(C=CC12)C1=C(C=CC=C1)NC(C)=O (N-(2-{10-[1-(1H-Imidazol-2-ylmethyl)-piperidin-4-yl]-10H-phenoxazin-3-yl}-phenyl)-acetamide), C(=O)(C(F)(F)F)O (TFA). RXN SMILES: [NH:1]1[CH2:6][CH2:5][CH:4]([N:7]2[C:20]3[CH:19]=[CH:18][C:17]([C:21]4[CH:26]=[CH:25][CH:24]=[CH:23][C:22]=4[NH:27][C:28](=[O:30])[CH3:29])=[CH:16][C:15]=3[O:14][C:13]3[C:8]2=[CH:9][CH:10]=[CH:11][CH:12]=3)[CH2:3][CH2:2]1.[C:31]([OH:37])([C:33]([F:36])([F:35])[F:34])=[O:32].N1CCC([N:44]2[C:57]3[CH:56]=CC(C4NN=NN=4)=CC=3O[C:50]3[C:45]2=CC=CC=3)CC1.C(O[BH-](OC(=O)C)OC(=O)C)(=O)C.[Na+].[BH4-].C[N+:79](C)(C)C>ClCCCl.C1COCC1>[NH:44]1[CH:57]=[CH:56][N:79]=[C:45]1[CH2:50][N:1]1[CH2:2][CH2:3][CH:4]([N:7]2[C:20]3[CH:19]=[CH:18][C:17]([C:21]4[CH:26]=[CH:25][CH:24]=[CH:23][C:22]=4[NH:27][C:28](=[O:30])[CH3:29])=[CH:16][C:15]=3[O:14][C:13]3[C:8]2=[CH:9][CH:10]=[CH:11][CH:12]=3)[CH2:5][CH2:6]1.[C:31]([OH:37])([C:33]([F:36])([F:35])[F:34])=[O:32] |f:3.4,5.6|. Reported procedure: Using an adaptation of the method described in Procedure 7, substituting N-[2-(10-piperidin-4-yl-10H-phenoxazin-3-yl)-phenyl]-acetamide, 2j for the TFA salt of 10-piperidin-4-yl-3-(1H-tetrazol-5-yl)-10H-phenoxazine, 6a, sodium triacetoxyborohydride for tetramethylammonium borohydride, and a 3:1 mixture of 1,2-dichloroethane:THF for 100% 1,2-dichloroethane, the title compound N-(2-{10-[1-(1H-imidazol-2-ylmethyl)-piperidin-4-yl]-10H-phenoxazin-3-yl}-phenyl)-acetamide, 7j was obtained as a TFA salt...